From a dataset of the Open Reaction Database (ORD), a public repository of structured organic reaction records. describe an organic reaction: reactants, conditions, products, and yield Starting materials: ClC=1C=C(NC(C)=O)C=CC1 (m-chloroacetoanilide), C([O-])([O-])=O.[K+].[K+] (potassium carbonate), BrC1=CC=C(C=2C(C3=CC=CC=C3C(C12)=O)=O)NC (1-bromo-4-methylaminoanthraquinone). The reagents and catalysts are [Cu] (copper). The solvent is ClC1=C(C=CC=C1)Cl (o-dichlorobenzene). The product is C1(CC=NC2=C1C1=CC3=CC=CC=C3C=C1C=C2)=O (anthrapyridone). The yield is 70.0%. As a reaction SMILES: BrC1C2[C:14](=O)[C:13]3[C:8](=[CH:9][CH:10]=[CH:11][CH:12]=3)[C:7](=O)C=2C(NC)=CC=1.Cl[C:21]1[CH:22]=[C:23]([CH:28]=[CH:29][CH:30]=1)[NH:24][C:25](=O)[CH3:26].[C:31](=O)([O-])[O-:32].[K+].[K+]>ClC1C=CC=CC=1Cl.[Cu]>[C:31]1(=[O:32])[C:22]2[C:21]3[C:30]([CH:29]=[CH:28][C:23]=2[N:24]=[CH:25][CH2:26]1)=[CH:7][C:8]1[C:13](=[CH:12][CH:11]=[CH:10][CH:9]=1)[CH:14]=3 |f:2.3.4|. Procedure: A mixture of 1-bromo-4-methylaminoanthraquinone (16 parts) of the following formula: ##STR10## and m-chloroacetoanilide (12.7 parts) of the following formula: ##STR11## was heated at 135°-145° C. for 25 hours in o-dichlorobenzene in the presence of metallic copper (powder, 0.3 part) and potassium carbonate (17.3 parts). After cooling, the resulting precipitate was filtrated, washed with methanol and then water and dried to obtain a cake (13.5 parts, yield 70%) of anthrapyridone compound of the f... Reactants: N#Cc1ccc2c(c1)cc(C(=O)O)n2Cc1cccc(OC(F)(F)F)c1, CCOC(=O)C1(CN)CCC1, N#Cc1ccc2c(c1)cc(C(=O)NCC1(CO)CCCC1)n2Cc1cccc(OC(F)(F)F)c1. The product is CCOC(=O)C1(CNC(=O)c2cc3cc(C#N)ccc3n2Cc2cccc(OC(F)(F)F)c2)CCC1. As a reaction SMILES: [C:12](#[N:13])[c:14]1[cH:15][c:16]2[cH:17][c:18]([C:35](=[O:36])[OH:37])[n:19]([CH2:23][c:24]3[cH:25][c:26]([O:30][C:31]([F:32])([F:33])[F:34])[cH:27][cH:28][cH:29]3)[c:20]2[cH:21][cH:22]1.[CH2:1]([CH3:2])[O:3][C:4](=[O:5])[C:6]1([CH2:10][NH2:11])[CH2:7][CH2:8][CH2:9]1.[OH:38][CH2:39][C:40]1([CH2:41][NH:42][C:43]([c:44]2[n:45]([CH2:46][c:47]3[cH:48][cH:49][cH:50][c:51]([O:52][C:53]([F:54])([F:55])[F:56])[cH:57]3)[c:58]3[c:59]([cH:60]2)[cH:61][c:62]([C:63]#[N:64])[cH:65][cH:66]3)=[O:67])[CH2:68][CH2:69][CH2:70][CH2:71]1>>[CH2:1]([CH3:2])[O:3][C:4](=[O:5])[C:6]1([CH2:10][NH:11][C:35]([c:18]2[cH:17][c:16]3[cH:15][c:14]([C:12]#[N:13])[cH:22][cH:21][c:20]3[n:19]2[CH2:23][c:24]2[cH:25][c:26]([O:30][C:31]([F:32])([F:33])[F:34])[cH:27][cH:28][cH:29]2)=[O:36])[CH2:7][CH2:8][CH2:9]1. The reactants are COC=1C=C(C(=O)N2CC(CC2)(C2=CC(=C(C=C2)F)F)CCCS(=O)(=O)[O-])C=C(C1OC)OC (2-[1-(3,4,5-trimethoxy-benzoyl)-3-(3,4-difluoro-phenyl)-pyrrolidin-3-yl]-ethyl-methanesulfonate), O (water), C([O-])([O-])=O.[K+].[K+] (potassium carbonate), N1=CC(=CC=C1)C1(CCNCC1)C(=O)N (4-(pyridin-3-yl)-piperidine-4-carboxylic acid amide). Solvent: ClCCl.CO (dichloromethane methanol), ClCCl.CO (dichloromethane methanol), CO.ClCCl (methanol dichloromethane), CO.ClCCl (methanol dichloromethane), CO.ClCCl (methanol dichloromethane), O1CCCC1 (tetrahydrofuran). Run at time 64 hour. The product is FC=1C=C(C=CC1F)C1(CN(CC1)C(C1=CC(=C(C(=C1)OC)OC)OC)=O)CCN1CCC(CC1)(C(=O)N)C=1C=NC=CC1 (1-[2-[3-(3,4-difluoro-phenyl)-1-(3,4,5-trimethoxy-benzoyl)-pyrrolidin-3-yl]-ethyl]-4-(pyridin-3-yl)-piperidine-4-carboxylic acid amide). Reaction SMILES: [CH3:1][O:2][C:3]1[CH:4]=[C:5]([CH:28]=[C:29]([O:33][CH3:34])[C:30]=1[O:31][CH3:32])[C:6]([N:8]1[CH2:12][CH2:11][C:10]([CH2:21][CH2:22]CS([O-])(=O)=O)([C:13]2[CH:18]=[CH:17][C:16]([F:19])=[C:15]([F:20])[CH:14]=2)[CH2:9]1)=[O:7].C(=O)([O-])[O-].[K+].[K+].[N:41]1[CH:46]=[CH:45][CH:44]=[C:43]([C:47]2([C:53]([NH2:55])=[O:54])[CH2:52][CH2:51][NH:50][CH2:49][CH2:48]2)[CH:42]=1.O>O1CCCC1.ClCCl.CO>[F:20][C:15]1[CH:14]=[C:13]([C:10]2([CH2:21][CH2:22][N:50]3[CH2:49][CH2:48][C:47]([C:43]4[CH:42]=[N:41][CH:46]=[CH:45][CH:44]=4)([C:53]([NH2:55])=[O:54])[CH2:52][CH2:51]3)[CH2:11][CH2:12][N:8]([C:6](=[O:7])[C:5]3[CH:28]=[C:29]([O:33][CH3:34])[C:30]([O:31][CH3:32])=[C:3]([O:2][CH3:1])[CH:4]=3)[CH2:9]2)[CH:18]=[CH:17][C:16]=1[F:19] |f:1.2.3,7.8|. Procedure details: Combine 2-[1-(3,4,5-trimethoxy-benzoyl)-3-(3,4-difluoro-phenyl)-pyrrolidin-3-yl]-ethyl-methanesulfonate (prepared from (-)-2-[3-(3,4-difluoro-phenyl)-pyrrolidin-3-yl]-ethanol (R,R)-di-p-anisoyltartaric acid salt)(0.6 g, 1.2 mmol), potassium carbonate (0.46 g, 3.4 mmol), and 4-(pyridin-3-yl)-piperidine-4-carboxylic acid amide in tetrahydrofuran (6 mL)/ water (2 mL). Heat to reflux. After 64 hours, evaporate the reaction mixture in vacuo to remove most of the tetrahydrofuran and combine with dichl... Reactants: C(C1=CC=CC=C1)(=O)O[C@@H]1[C@H](O[C@H]([C@@H]1OC(C1=CC=CC=C1)=O)N1C2=NC(=NC(=C2N=C1)NCC(C1=CC=CC=C1)C1=CC=CC=C1)C#N)COC ((2R,3R,4R,5R)-4-(benzoyloxy)-5-{2-cyano-6-[(2,2-diphenylethyl)amino]-9H-purin-9-yl}-2-(methoxymethyl)tetrahydro-3-furanyl benzoate), N (ammonia). Run in CO (methanol). The product is O[C@H]1[C@@H](O[C@@H]([C@H]1O)COC)N1C2=NC(=NC(=C2N=C1)NCC(C1=CC=CC=C1)C1=CC=CC=C1)C#N (9-[(2R,3R,4S,5R)-3,4-Dihydroxy-5-(methoxymethyl)tetrahydro-2-furanyl]-6-[(2,2-diphenylethyl)amino]-9H-purine-2-carbonitrile). Yield: 46.5%. Reaction SMILES: C([O:9][C@H:10]1[C@@H:14]([O:15]C(=O)C2C=CC=CC=2)[C@H:13]([N:24]2[CH:32]=[N:31][C:30]3[C:25]2=[N:26][C:27]([C:48]#[N:49])=[N:28][C:29]=3[NH:33][CH2:34][CH:35]([C:42]2[CH:47]=[CH:46][CH:45]=[CH:44][CH:43]=2)[C:36]2[CH:41]=[CH:40][CH:39]=[CH:38][CH:37]=2)[O:12][C@@H:11]1[CH2:50][O:51][CH3:52])(=O)C1C=CC=CC=1.N>CO>[OH:15][C@@H:14]1[C@H:10]([OH:9])[C@@H:11]([CH2:50][O:51][CH3:52])[O:12][C@H:13]1[N:24]1[CH:32]=[N:31][C:30]2[C:25]1=[N:26][C:27]([C:48]#[N:49])=[N:28][C:29]=2[NH:33][CH2:34][CH:35]([C:42]1[CH:43]=[CH:44][CH:45]=[CH:46][CH:47]=1)[C:36]1[CH:41]=[CH:40][CH:39]=[CH:38][CH:37]=1. Procedure details: A solution of (2R,3R,4R,5R)-4-(benzoyloxy)-5-{2-cyano-6-[(2,2-diphenylethyl)amino]-9H-purin-9-yl}-2-(methoxymethyl)tetrahydro-3-furanyl benzoate (preparation 11) (6.75 g, 9.72 mmol) in methanol (300 ml) saturated with ammonia gas was stirred at room temperature for 72 hr. The solvent was removed under reduced pressure, the residue dissolved in dichloromethane and the solvent removed under reduced pressure (repeated). The residue was purified by column chromatography on silica gel eluting with a ... The reactants are CC=1C=C(C(=NC1C)NC)NC(OC1=CC=CC=C1)=O (Phenyl N-(5,6-dimethyl-2-methylaminopyridin-3-yl)carbamate), COC=1C=C(C=C(C1)OC)N1CCNCC1 (1-(3,5-dimethoxyphenyl)piperazine). Yields the product CC=1C=C(C(=NC1C)NC)NC(=O)N1CCN(CC1)C1=CC(=CC(=C1)OC)OC (1-[(5,6-Dimethyl-2-methylaminopyridin-3-yl)aminocarbonyl]-4-(3,5-dimethoxyphenyl)piperazine). The yield is 53.0%. As a reaction SMILES: [CH3:1][C:2]1[CH:3]=[C:4]([NH:11][C:12](=[O:20])OC2C=CC=CC=2)[C:5]([NH:9][CH3:10])=[N:6][C:7]=1[CH3:8].[CH3:21][O:22][C:23]1[CH:24]=[C:25]([N:31]2[CH2:36][CH2:35][NH:34][CH2:33][CH2:32]2)[CH:26]=[C:27]([O:29][CH3:30])[CH:28]=1>>[CH3:1][C:2]1[CH:3]=[C:4]([NH:11][C:12]([N:34]2[CH2:33][CH2:32][N:31]([C:25]3[CH:24]=[C:23]([O:22][CH3:21])[CH:28]=[C:27]([O:29][CH3:30])[CH:26]=3)[CH2:36][CH2:35]2)=[O:20])[C:5]([NH:9][CH3:10])=[N:6][C:7]=1[CH3:8]. Reported procedure: Phenyl N-(5,6-dimethyl-2-methylaminopyridin-3-yl)carbamate and 1-(3,5-dimethoxyphenyl)piperazine were reacted by the same way with the example 1 to obtain the titled compound. Starting materials: CC(=O)O (HOAc), NH4OAc, ClCC(C)=O (chloroacetone), OC1=CC(OC2=C3C(=CC=C12)C(=CC=C3)C)=O (4-Hydroxy-7-methyl-benzo[h]chromen-2-one). Run in CCO (EtOH), O (H2O), C1(=CC=CC=C1)C (toluene). Product: CC1=CC=CC2=C1C=CC3=C2OC(=O)C4=C3OC=C4C (Neo-tanshinlactone). The yield is 60.2%. As a reaction SMILES: [OH:1][C:2]1[C:11]2[C:6](=[C:7]3[CH:15]=[CH:14][CH:13]=[C:12]([CH3:16])[C:8]3=[CH:9][CH:10]=2)[O:5][C:4](=[O:17])[CH:3]=1.CC(O)=O.Cl[CH2:23][C:24](=O)[CH3:25]>C1(C)C=CC=CC=1.CCO.O>[CH3:16][C:12]1[C:8]2[CH:9]=[CH:10][C:11]3[C:2]4[O:1][CH:23]=[C:24]([CH3:25])[C:3]=4[C:4](=[O:17])[O:5][C:6]=3[C:7]=2[CH:15]=[CH:14][CH:13]=1. Procedure details: To a solution of 7 (50 mg, 0.22 mmol) in toluene (8 mL) was added a mixture of HOAc (66 mg, 1.1 mmol) and NH4OAc (80 mg, 1.1 mmol) in EtOH (2 mL) and chloroacetone (103 mg, 1.1 mmol). The mixture was refluxed 24 h. After cooling, the mixture was diluted with H2O and extracted with EtOAc. The organic layer was dried over Na2SO4, filtered, and evaporated. The residue was purified by column chromatography to give 1 (35 mg, 60%) as a white solid. The spectroscopic data of synthetic compound 1 were i... RXN SMILES: [CH3:1][N:2]1[C:10]2[CH:9]=[CH:8][C:7]([OH:11])=[CH:6][C:5]=2[C:4]2[CH2:12][CH2:13][C:14](=[N:15][CH2:16][C:17]3[CH:22]=[CH:21][CH:20]=[CH:19][CH:18]=3)[C:3]1=2.B.C1COCC1.FC(F)(F)C(O)=O.[OH-].[Na+]>C1COCC1>[CH3:1][N:2]1[C:10]2[CH:9]=[CH:8][C:7]([OH:11])=[CH:6][C:5]=2[CH:4]2[CH2:12][CH2:13][CH:14]([NH:15][CH2:16][C:17]3[CH:22]=[CH:21][CH:20]=[CH:19][CH:18]=3)[CH:3]12 |f:1.2,4.5|. Yields the product CN1C2C(C=3C=C(C=CC13)O)CCC2NCC2=CC=CC=C2 (1,2,3,3a,4,8b-hexahydro-4-methyl-3-phenylmethylaminocyclopent[b]indol-7-ol). Procedure: A solution of 4-methyl-3-phenylmethylimino-1,2,3,4-tetrahydrocyclopent[b]indol-7-ol (14.0 g) was placed in a 3-neck flask and cooled to 0° C. in an ice-water bath. A solution of 1M borane/THF in THF (145 ml) was added in a dropwise manner. The mixture was stirred for 1 hour while it was slowly warmed to room temperature. The mixture was cooled back to 0° C. and trifluoroacetic acid was added in a dropwise manner. The solution was stirred for 15 minutes, neutralized with 10% NaOH (Aq), extracted ... Solvent: C1CCOC1 (THF). Run at temperature 0 celsius, time 1 hour. Reactants: CN1C2=C(C=3C=C(C=CC13)O)CCC2=NCC2=CC=CC=C2 (4-methyl-3-phenylmethylimino-1,2,3,4-tetrahydrocyclopent[b]indol-7-ol), B.C1CCOC1 (borane THF), [OH-].[Na+] (NaOH), FC(C(=O)O)(F)F (trifluoroacetic acid). The yield is 98.6%. Reactants: CC1CNC(=O)O1, O=C(c1ccc(I)cc1)N1CCN(c2ncc(C3CC3)cc2C2CC2)CC1. The product is CC1CN(c2ccc(C(=O)N3CCN(c4ncc(C5CC5)cc4C4CC4)CC3)cc2)C(=O)O1. As a reaction SMILES: [CH3:28][CH:29]1[CH2:30][NH:31][C:32](=[O:34])[O:33]1.[CH:1]1([c:4]2[c:5]([N:13]3[CH2:14][CH2:15][N:16]([C:19](=[O:20])[c:21]4[cH:22][cH:23][c:24]([I:27])[cH:25][cH:26]4)[CH2:17][CH2:18]3)[n:6][cH:7][c:8]([CH:10]3[CH2:11][CH2:12]3)[cH:9]2)[CH2:2][CH2:3]1>>[CH:1]1([c:4]2[c:5]([N:13]3[CH2:14][CH2:15][N:16]([C:19](=[O:20])[c:21]4[cH:22][cH:23][c:24]([N:31]5[CH2:30][CH:29]([CH3:28])[O:33][C:32]5=[O:34])[cH:25][cH:26]4)[CH2:17][CH2:18]3)[n:6][cH:7][c:8]([CH:10]3[CH2:11][CH2:12]3)[cH:9]2)[CH2:2][CH2:3]1.